Task: describe an organic reaction: reactants, conditions, products, and yield. Dataset: the Open Reaction Database (ORD), a public repository of structured organic reaction records The reactants are solution, ice water, C1(CC1)CC1=CC=CC=C1 ((cyclopropylmethyl)benzene), COC(Cl)Cl (dichloromethyl methyl ether). The reagents and catalysts are [Ti](Cl)(Cl)(Cl)Cl (titanium(IV) chloride). Solvent: ClCCl (dichloromethane), ClCCl (dichloromethane). Reaction conditions: temperature 0 celsius, time 10 minute. Product: C1(CC1)CC1=CC=C(C=O)C=C1 (4-(cyclopropylmethyl)benzaldehyde). Reaction SMILES: [CH:1]1([CH2:4][C:5]2[CH:10]=[CH:9][CH:8]=[CH:7][CH:6]=2)[CH2:3][CH2:2]1.[CH3:11][O:12]C(Cl)Cl>ClCCl.[Ti](Cl)(Cl)(Cl)Cl>[CH:1]1([CH2:4][C:5]2[CH:10]=[CH:9][C:8]([CH:11]=[O:12])=[CH:7][CH:6]=2)[CH2:3][CH2:2]1. Reported procedure: To a mixture of (cyclopropylmethyl)benzene (1.32 g) and dichloromethyl methyl ether (1.25 ml) in dichloromethane (20 ml) was added 1.0M solution of titanium(IV) chloride in dichloromethane (15 ml) at 0° C. under nitrogen atmosphere. The mixture was stirred at 0° C. for 10 minutes, then poured into ice water. The organic layer was separated and washed with water, dried over magnesium sulfate and concentrated. The residue was chromatographed on silica gel column eluting with a mixture of hexane an... Reactants: CC(=O)Oc1cccc(OCc2nc(-c3ccccc3)oc2C)c1, CO, [Na+], [OH-], O. The product is Cc1oc(-c2ccccc2)nc1COc1cccc(O)c1. As a reaction SMILES: [CH3:1][c:2]1[c:3]([CH2:13][O:14][c:15]2[cH:16][c:17]([O:21][C:22](=[O:23])[CH3:24])[cH:18][cH:19][cH:20]2)[n:4][c:5](-[c:7]2[cH:8][cH:9][cH:10][cH:11][cH:12]2)[o:6]1.[CH3:27][OH:28].[Na+:26].[OH-:25].[OH2:29]>>[CH3:1][c:2]1[c:3]([CH2:13][O:14][c:15]2[cH:16][c:17]([OH:21])[cH:18][cH:19][cH:20]2)[n:4][c:5](-[c:7]2[cH:8][cH:9][cH:10][cH:11][cH:12]2)[o:6]1. Starting materials: N(=C=S)C1=C(C=CC=C1)C(=O)OC (methyl 2-isothiocyanatobenzenecarboxylate), FC1=CC=C(C=C1)CN1C(=NC2=C1C=CC=C2)CC2CCN(CC2)CCN (4-[[1-[(4-fluorophenyl)methyl]-1H-benzimidazol-2-yl]methyl]-1-piperidineethanamine). Solvent: O1CCCC1 (tetrahydrofuran), O1CCCC1 (tetrahydrofuran). Run at time 1 hour. Yields the product FC1=CC=C(C=C1)CN1C(=NC2=C1C=CC=C2)CC2CCN(CC2)CCN2C(NC1=CC=CC=C1C2=O)=S (3-[2-[4-[[1-[(4-fluorophenyl)methyl]-1H-benzimidazol-2-yl]methyl]-1-piperidinyl]ethyl]-2,3-dihydro-2-thioxo-4(1H)-quinazolinone). Isolated yield 46.0%. As a reaction SMILES: [F:1][C:2]1[CH:7]=[CH:6][C:5]([CH2:8][N:9]2[C:13]3[CH:14]=[CH:15][CH:16]=[CH:17][C:12]=3[N:11]=[C:10]2[CH2:18][CH:19]2[CH2:24][CH2:23][N:22]([CH2:25][CH2:26][NH2:27])[CH2:21][CH2:20]2)=[CH:4][CH:3]=1.[N:28]([C:31]1[CH:36]=[CH:35][CH:34]=[CH:33][C:32]=1[C:37](OC)=[O:38])=[C:29]=[S:30]>O1CCCC1>[F:1][C:2]1[CH:7]=[CH:6][C:5]([CH2:8][N:9]2[C:13]3[CH:14]=[CH:15][CH:16]=[CH:17][C:12]=3[N:11]=[C:10]2[CH2:18][CH:19]2[CH2:20][CH2:21][N:22]([CH2:25][CH2:26][N:27]3[C:37](=[O:38])[C:32]4[C:31](=[CH:36][CH:35]=[CH:34][CH:33]=4)[NH:28][C:29]3=[S:30])[CH2:23][CH2:24]2)=[CH:4][CH:3]=1. Reported procedure: To a stirred mixture of 5.5 parts of 4-[[1-[(4-fluorophenyl)methyl]-1H-benzimidazol-2-yl]methyl]-1-piperidineethanamine and 90 parts of tetrahydrofuran was added dropwise a solution of 3.8 parts of methyl 2-isothiocyanatobenzenecarboxylate in 18 parts of tetrahydrofuran (exothermic reaction). Upon completion, stirring was continued for 1 hour. The reaction mixture was evaporated. The residue was purified by column chromatography over silica gel using a mixture of trichloromethane and methanol, s... Reactants: aqueous saturated solution, [Cl-].[NH4+] (ammonium chloride), C(CCC)[Li] (n-Butyl lithium), C(C)(C)NC(C)C (diisopropylamine), CC(C(=O)OC)CC1=CC=CC=C1 (methyl 2-methyl-3-phenylpropionate), CI (methyl iodide), CN(C)P(=O)(N(C)C)N(C)C (HMPA). Solvent: C1CCOC1 (THF). Reaction conditions: temperature -78 celsius, time 20 minute. Product: CC(C(=O)OC)(CC1=CC=CC=C1)C (methyl 2,2-dimethyl-3-phenylpropionate). The yield is 35.0%. As a reaction SMILES: [CH2:1]([Li])CCC.C(NC(C)C)(C)C.[CH3:13][CH:14]([CH2:19][C:20]1[CH:25]=[CH:24][CH:23]=[CH:22][CH:21]=1)[C:15]([O:17][CH3:18])=[O:16].CI.CN(P(N(C)C)(N(C)C)=O)C.[Cl-].[NH4+]>C1COCC1>[CH3:13][C:14]([CH3:1])([CH2:19][C:20]1[CH:21]=[CH:22][CH:23]=[CH:24][CH:25]=1)[C:15]([O:17][CH3:18])=[O:16] |f:5.6|. Procedure: n-Butyl lithium (1.49N, 28.3 ml, 42.2 mmol) was added dropwise to a solution of diisopropylamine (5.9 ml, 42.2 mmol) in 50 ml of anhydrous THF at -78° C. under argon atmosphere. After the mixture was stirred at -78° C. for 20 minutes, methyl 2-methyl-3-phenylpropionate (5.00 g, 28.1 mmol) was added dropwise. After the mixture was stirred at -78° C. for 30 minutes, a solution of methyl iodide (2.6 ml, 42.2 mmol) in HMPA (1.5 ml, 8.43 mmol) was added dropwise. The reaction mixture was further stir...